The task is: describe an organic reaction: reactants, conditions, products, and yield. This data is from the Open Reaction Database (ORD), a public repository of structured organic reaction records. The reactants are ClCC1=NC2=CC(=C(C=C2C(=C1C(=O)OCC)C1=CC=C(C=C1)OC)OC)OC (ethyl 2-chloromethyl-6,7-dimethoxy-4-(4-methoxyphenyl)quinoline-3-carboxylate), N1CCOCC1 (morpholine). The solvent is CO (methanol). Conditions: time 17 hour. The product is COC=1C=C2C(=C(C(=NC2=CC1OC)CN1CCOCC1)C(=O)OCC)C1=CC=C(C=C1)OC (ethyl 6,7-dimethoxy-4-(4-methoxyphenyl)-2-morpholinomethylquinoline-3-carboxylate). Isolated yield 73.5%. RXN SMILES: Cl[CH2:2][C:3]1[C:12]([C:13]([O:15][CH2:16][CH3:17])=[O:14])=[C:11]([C:18]2[CH:23]=[CH:22][C:21]([O:24][CH3:25])=[CH:20][CH:19]=2)[C:10]2[C:5](=[CH:6][C:7]([O:28][CH3:29])=[C:8]([O:26][CH3:27])[CH:9]=2)[N:4]=1.[NH:30]1[CH2:35][CH2:34][O:33][CH2:32][CH2:31]1>CO>[CH3:27][O:26][C:8]1[CH:9]=[C:10]2[C:5](=[CH:6][C:7]=1[O:28][CH3:29])[N:4]=[C:3]([CH2:2][N:30]1[CH2:35][CH2:34][O:33][CH2:32][CH2:31]1)[C:12]([C:13]([O:15][CH2:16][CH3:17])=[O:14])=[C:11]2[C:18]1[CH:23]=[CH:22][C:21]([O:24][CH3:25])=[CH:20][CH:19]=1. Reported procedure: A mixture of ethyl 2-chloromethyl-6,7-dimethoxy-4-(4-methoxyphenyl)quinoline-3-carboxylate (2.0 g), morpholine (2.5 g) and methanol (30 ml) was stirred at room temperature for 17 hours. The reaction mixture was concentrated under reduced pressure, and dichloromethane was added to the residue. The mixture was washed with water and dried over magnesium sulfate, and the solvent was evaporated. The resulting crystals were separated by filtration and recrystallized from ethanol to give ethyl 6,7-dime... Starting materials: CCN=C=NCCCN(C)C.Cl (EDC HCl), N1C(=NC=C1)C(=O)O (1H-imidazole-2-carboxylic acid), Cl.C(C)(C)(C)OC([C@@H](N)C)=O (alanine tert-butyl ester hydrochloride), C(C)(C)N(CC)C(C)C (diisopropylethyl amine), C=1C=CC2=C(C1)N=NN2O (HOBT). Solvent: CN(C=O)C (N,N-dimethylformamide). Conditions: temperature 0 celsius, time 18 hour. Yields the product C(C)(C)(C)OC([C@H](C)NC(=O)C=1NC=CN1)=O ((2S)-2-[(1H-Imidazole-2-carbonyl)-amino]-propionic Acid Tert-Butyl Ester). The yield is 73.0%. RXN SMILES: [NH:1]1[CH:5]=[CH:4][N:3]=[C:2]1[C:6]([OH:8])=O.Cl.[C:10]([O:14][C:15](=[O:19])[C@H:16]([CH3:18])[NH2:17])([CH3:13])([CH3:12])[CH3:11].C(N(C(C)C)CC)(C)C.C1C=CC2N(O)N=NC=2C=1.CCN=C=NCCCN(C)C.Cl>CN(C)C=O>[C:10]([O:14][C:15](=[O:19])[C@@H:16]([NH:17][C:6]([C:2]1[NH:1][CH:5]=[CH:4][N:3]=1)=[O:8])[CH3:18])([CH3:13])([CH3:12])[CH3:11] |f:1.2,5.6|. Procedure: To a solution of 1H-imidazole-2-carboxylic acid (0.179) in N,N-dimethylformamide (DMF) (3 mL) was added alanine tert-butyl ester hydrochloride (0.22 g), diisopropylethyl amine (0.27 mL) and HOBT (0.41 g) before cooling to 0° C. and the reaction mixture was then treated with EDC HCl (0.32 g). The cooling bath was removed and the reaction mixture was stirred at ambient temperature for 18 hrs before being diluted with ethyl acetate and washed with water and brine, dried (MgSO4) and concentrated at ... The reactants are ClS(=O)(=O)C=1C=C(C(=O)O)C=CC1NC (3-(chlorosulfonyl)-4-(methylamino)benzoic acid), N1CCOCC1 (morpholine). The solvent is C(C)(=O)OCC (ethyl acetate). Run at time 2 hour. The product is CNC1=C(C=C(C(=O)O)C=C1)S(=O)(=O)C1CNCCO1 (4-(methylamino)-3-(morpholino-sulfonyl)-benzoic acid). Yield: 30.0%. Reaction SMILES: Cl[S:2]([C:5]1[CH:6]=[C:7]([CH:11]=[CH:12][C:13]=1[NH:14][CH3:15])[C:8]([OH:10])=[O:9])(=[O:4])=[O:3].[NH:16]1[CH2:21][CH2:20][O:19][CH2:18][CH2:17]1>C(OCC)(=O)C>[CH3:15][NH:14][C:13]1[CH:12]=[CH:11][C:7]([C:8]([OH:10])=[O:9])=[CH:6][C:5]=1[S:2]([CH:18]1[O:19][CH2:20][CH2:21][NH:16][CH2:17]1)(=[O:4])=[O:3]. Reported procedure: 3-(Chlorosulfonyl)-4-(methylamino)benzoic acid (1.2, 1.0 g) was dissolved in 20 mL of ethyl acetate and morpholine (Aa, 1.0 mL, 3 eq) was added. The mixture was stirred at room temperature for 2 hours, then extracted with 15 mL of 0.5M HCl. The organic layer was washed with H2O and brine, and the solvent evaporated to yield 4-(methylamino)-3-(morpholino-sulfonyl)-benzoic acid (1.3.Aa) as an off-white powder (0.30 g, 30% yield). MS analysis (m−1)=299. Reactants: C(C)OC(=O)N[C@@H](C(=O)O)C1=CC=CC=C1 ((R)-ethoxycarbonylamino-phenyl-acetic acid), Cl.COC([C@H]1NCCC1)=O ((L)-proline methyl ester hydrochloride). Yields the product COC(=O)[C@H]1N(CCC1)C([C@@H](C1=CC=CC=C1)NC(=O)OCC)=O (1-[(R)-Ethoxycarbonylamino-phenyl-acetyl]-pyrrolidine-2-(S)-carboxylic acid methyl ester). Yield: 56.7%. Reaction SMILES: [CH2:1]([O:3][C:4]([NH:6][C@H:7]([C:11]1[CH:16]=[CH:15][CH:14]=[CH:13][CH:12]=1)[C:8]([OH:10])=O)=[O:5])[CH3:2].Cl.[CH3:18][O:19][C:20](=[O:26])[C@@H:21]1[CH2:25][CH2:24][CH2:23][NH:22]1>>[CH3:18][O:19][C:20]([C@@H:21]1[CH2:25][CH2:24][CH2:23][N:22]1[C:8](=[O:10])[C@H:7]([NH:6][C:4]([O:3][CH2:1][CH3:2])=[O:5])[C:11]1[CH:16]=[CH:15][CH:14]=[CH:13][CH:12]=1)=[O:26] |f:1.2|. Reported procedure: Reaction of 2.0 g of (R)-ethoxycarbonylamino-phenyl-acetic acid and 1.50 g of (L)-proline methyl ester hydrochloride according to the procedure described for example 91b gave 1.70 g (57%) of the title compound as a colorless oil. (+)-APCI-MS: 335 (MH+). The reactants are C1(=CC=CC=C1)C1=NSC(=C1)C(CCC)O (3-phenyl-5-(1-hydroxybutyl)isothiazole), C(C)(=O)[O-].[Na+] (sodium acetate), [Cr](=O)(=O)([O-])Cl.[NH+]1=CC=CC=C1 (pyridinium chlorochromate), resultant mixture. The solvent is ClCCl (dichloromethane). Reaction conditions: time 2 hour. Yields the product C1(=CC=CC=C1)C1=NSC(=C1)C(CCC)=O (3-phenyl-5-butyrylisothiazole). As a reaction SMILES: [C:1]1([C:7]2[CH:11]=[C:10]([CH:12]([OH:16])[CH2:13][CH2:14][CH3:15])[S:9][N:8]=2)[CH:6]=[CH:5][CH:4]=[CH:3][CH:2]=1.C([O-])(=O)C.[Na+].[Cr](Cl)([O-])(=O)=O.[NH+]1C=CC=CC=1>ClCCl>[C:1]1([C:7]2[CH:11]=[C:10]([C:12](=[O:16])[CH2:13][CH2:14][CH3:15])[S:9][N:8]=2)[CH:2]=[CH:3][CH:4]=[CH:5][CH:6]=1 |f:1.2,3.4|. Procedure details: To 35 ml of dichloromethane, were added 1.73 g (7.42 mmol) of 3-phenyl-5-(1-hydroxybutyl)isothiazole, 1.1 g (13.4 mmol) of sodium acetate and 2.88 g of "Frolisil" (trade mark). While the resultant mixture was vigorously stirred at room temperature, 2.88 g (13.4 mmol) of pyridinium chlorochromate were added at once. After the reaction mixture was stirred for 2 hours, an insoluble material was filtered off and the solvent was then distilled off. The residue was purified by silica gel chromatograph... Reactants: CCCCn1cc(C(C)=O)c2ccc(C(=O)OC)cc21, CO, [Na+], [OH-]. The product is CCCCn1cc(C(C)=O)c2ccc(C(=O)O)cc21. Reaction SMILES: [C:1]([CH3:2])(=[O:3])[c:4]1[cH:5][n:6]([CH2:17][CH2:18][CH2:19][CH3:20])[c:7]2[cH:8][c:9]([C:13](=[O:14])[O:15][CH3:16])[cH:10][cH:11][c:12]12.[CH3:23][OH:24].[Na+:22].[OH-:21]>>[C:1]([CH3:2])(=[O:3])[c:4]1[cH:5][n:6]([CH2:17][CH2:18][CH2:19][CH3:20])[c:7]2[cH:8][c:9]([C:13](=[O:14])[OH:15])[cH:10][cH:11][c:12]12. The reactants are [BH4-], Cc1ccc(S(=O)(=O)O)cc1, CS(C)=O, Nc1ncccc1C(=O)Nc1ccc(C(F)(F)C(F)(F)F)cc1, [Na+], O=Cc1ccncn1. RXN SMILES: [BH4-:43].[CH3:24][c:25]1[cH:26][cH:27][c:28]([S:29]([OH:30])(=[O:31])=[O:32])[cH:33][cH:34]1.[CH3:45][S:46]([CH3:47])=[O:48].[NH2:1][c:2]1[c:3]([C:4](=[O:5])[NH:6][c:7]2[cH:8][cH:9][c:10]([C:13]([C:14]([F:15])([F:16])[F:17])([F:18])[F:19])[cH:11][cH:12]2)[cH:20][cH:21][cH:22][n:23]1.[Na+:44].[n:35]1[cH:36][n:37][c:38]([CH:41]=[O:42])[cH:39][cH:40]1>>[NH:1]([c:2]1[c:3]([C:4](=[O:5])[NH:6][c:7]2[cH:8][cH:9][c:10]([C:13]([C:14]([F:15])([F:16])[F:17])([F:18])[F:19])[cH:11][cH:12]2)[cH:20][cH:21][cH:22][n:23]1)[CH2:41][c:38]1[n:37][cH:36][n:35][cH:40][cH:39]1. Yields the product O=C(Nc1ccc(C(F)(F)C(F)(F)F)cc1)c1cccnc1NCc1ccncn1. Starting materials: CSC1CC(N1)=O (4-Methylthioazetidin-2-one), BrCC(CC(C)=O)=O (1-bromopentan-2,4-dione). Yields the product CSC1CC(N1CC(CC(C)=O)=O)=O (1-(4-Methylthio-2-oxoazetidin-1yl)-pentan-2,4-dione). As a reaction SMILES: [CH3:1][S:2][CH:3]1[NH:6][C:5](=[O:7])[CH2:4]1.Br[CH2:9][C:10](=[O:15])[CH2:11][C:12](=[O:14])[CH3:13]>>[CH3:1][S:2][CH:3]1[N:6]([CH2:9][C:10](=[O:15])[CH2:11][C:12](=[O:14])[CH3:13])[C:5](=[O:7])[CH2:4]1. Reported procedure: 4-Methylthioazetidin-2-one (6.66 g., 57 mmole) and 1-bromopentan-2,4-dione (11.25 g., 63 mmole) were converted into the title compound using the process described in Example 1.1. The title compound was obtained as a colourless gum (3.13 g., 25% yield). νmax (CHCl3): 3400 (br.) (enol OH), 1760 (β-lactam C=O), 1720 (sh.) (ketone C=O), 1630 (sh.) and 1605 (enolic β-diketone C=O) cm-1. δ(CDCl3): 2.03 (s, 6H, COCH3 and SCH3), 2.97 (dd, J 16, J' 2 Hz, 1H, β-lactam CHH), 3.41 (dd, J 16, J' 5 Hz, 1H, β-... Starting materials: CC=1C=C(C=CC1C)CCCNC(CC1=CC(=C(C=C1)OCCBr)OC)=O (N-{3-(3,4-dimethylphenyl)propyl}-4-(2-bromoethoxy)-3-methoxyphenylacetamide), N1CCCC1 (pyrrolidine), CN(C)C1=NC=CC=C1 (dimethylaminopyridine). Solvent: C1=CC=CC=C1 (benzene). Yields the product CC=1C=C(C=CC1C)CCCNC(CC1=CC(=C(C=C1)OCCN1CCCC1)OC)=O (N-{3-(3,4-dimethylphenyl)propyl}-4-{2-(1-pyrrolidinyl)ethoxy}-3-methoxyphenylacetamide). As a reaction SMILES: [CH3:1][C:2]1[CH:3]=[C:4]([CH2:9][CH2:10][CH2:11][NH:12][C:13](=[O:27])[CH2:14][C:15]2[CH:20]=[CH:19][C:18]([O:21][CH2:22][CH2:23]Br)=[C:17]([O:25][CH3:26])[CH:16]=2)[CH:5]=[CH:6][C:7]=1[CH3:8].[NH:28]1[CH2:32][CH2:31][CH2:30][CH2:29]1.CN(C1C=CC=CN=1)C>C1C=CC=CC=1>[CH3:1][C:2]1[CH:3]=[C:4]([CH2:9][CH2:10][CH2:11][NH:12][C:13](=[O:27])[CH2:14][C:15]2[CH:20]=[CH:19][C:18]([O:21][CH2:22][CH2:23][N:28]3[CH2:32][CH2:31][CH2:30][CH2:29]3)=[C:17]([O:25][CH3:26])[CH:16]=2)[CH:5]=[CH:6][C:7]=1[CH3:8]. Reported procedure: 0.10 g (0.23 mmol) of N-{3-(3,4-dimethylphenyl)propyl}-4-(2-bromoethoxy)-3-methoxyphenylacetamide obtained in Step 5 of Example 3, 0.16 g (2.3 mmol) of pyrrolidine and a catalytic amount of dimethylaminopyridine were dissolved in 10 ml of benzene, and the mixture was refluxed for 5 hours. After removing the solvent under a reduced pressure, the residue was subjected to silica gel column chromatography (eluent: ethyl acetate:hexane=1:1) to obtain the title compound.